This data is from the Open Reaction Database (ORD), a public repository of structured organic reaction records. The task is: describe an organic reaction: reactants, conditions, products, and yield Reactants: CCC(C(c1ccc2nc(-c3ccc(C(=O)OC)cc3)sc2c1)n1ccnc1)N(C)C, [Li+], C1COCCO1, [OH-], O. The product is CCC(C(c1ccc2nc(-c3ccc(C(=O)O)cc3)sc2c1)n1ccnc1)N(C)C. RXN SMILES: [CH3:1][N:2]([CH:3]([CH:4]([n:5]1[cH:6][n:7][cH:8][cH:9]1)[c:10]1[cH:11][c:12]2[c:13]([n:14][c:15](-[c:17]3[cH:18][cH:19][c:20]([C:21](=[O:22])[O:23][CH3:24])[cH:25][cH:26]3)[s:16]2)[cH:27][cH:28]1)[CH2:29][CH3:30])[CH3:31].[Li+:33].[O:35]1[CH2:36][CH2:37][O:38][CH2:39][CH2:40]1.[OH-:32].[OH2:34]>>[CH3:1][N:2]([CH:3]([CH:4]([n:5]1[cH:6][n:7][cH:8][cH:9]1)[c:10]1[cH:11][c:12]2[c:13]([n:14][c:15](-[c:17]3[cH:18][cH:19][c:20]([C:21](=[O:22])[OH:23])[cH:25][cH:26]3)[s:16]2)[cH:27][cH:28]1)[CH2:29][CH3:30])[CH3:31].